describe an organic reaction: reactants, conditions, products, and yield From a dataset of the Open Reaction Database (ORD), a public repository of structured organic reaction records. Reactants: BrC=1C=C2C(=C(C=NC2=CC1)C(C)=O)Cl (1-(6-bromo-4-chloroquinolin-3-yl)ethanone), CN1CCN(CC1)CC1=CC=C(N)C=C1 (4-((4-methylpiperazin-1-yl)methyl)aniline). Product: BrC=1C=C2C(=C(C=NC2=CC1)C(C)=O)NC1=CC=C(C=C1)CN1CCN(CC1)C (1-(6-bromo-4-(4-((4-methylpiperazin-1-yl)methyl)phenylamino)quinolin-3-yl)ethanone). Isolated yield 82.1%. Reaction SMILES: [Br:1][C:2]1[CH:3]=[C:4]2[C:9](=[CH:10][CH:11]=1)[N:8]=[CH:7][C:6]([C:12](=[O:14])[CH3:13])=[C:5]2Cl.[CH3:16][N:17]1[CH2:22][CH2:21][N:20]([CH2:23][C:24]2[CH:30]=[CH:29][C:27]([NH2:28])=[CH:26][CH:25]=2)[CH2:19][CH2:18]1>>[Br:1][C:2]1[CH:3]=[C:4]2[C:9](=[CH:10][CH:11]=1)[N:8]=[CH:7][C:6]([C:12](=[O:14])[CH3:13])=[C:5]2[NH:28][C:27]1[CH:26]=[CH:25][C:24]([CH2:23][N:20]2[CH2:19][CH2:18][N:17]([CH3:16])[CH2:22][CH2:21]2)=[CH:30][CH:29]=1. Procedure details: Following general procedure C, 1-(6-bromo-4-chloroquinolin-3-yl)ethanone (5.0 g, 18.0 mmol) was reacted with 4-((4-methylpiperazin-1-yl)methyl)aniline (4.0 g, 19.0 mmol) to afford the desired product (6.7 g, 82%) as a yellow foam: 1H NMR (300 MHz, CDCl3) δ 11.96 (s, 1H), 9.11 (s, 1H), 7.85-7.72 (m, 1H), 7.71-7.57 (m, 2H), 7.40-7.29 (m, 2H), 7.14-7.02 (m, 2H), 3.53 (s, 2H), 2.77 (s, 3H), 2.58-2.44 (br s, 8H), 2.30 (s, 3H). Reactants: C(C)OC(C(CC1=C(C=C(C=C1)OC(C)C1=C(N=C(S1)C1=CC=C(C=C1)C(F)(F)F)C)C)OCC)=O (2-ethoxy-3-(2-methyl-4-{1-[4-methyl-2-(4-trifluoromethyl-phenyl)-thiazol-5-yl]-ethoxy}-phenyl)-propionic acid ethyl ester), [Li+].[OH-] (LiOH). The product is C(C)OC(C(=O)O)CC1=C(C=C(C=C1)OC(C)C1=C(N=C(S1)C1=CC=C(C=C1)C(F)(F)F)C)C (2-ethoxy-3-(2-methyl-4-{1-[4-methyl-2-(4-trifluoromethyl-phenyl)-thiazol-5-yl]-ethoxy}-phenyl)-propionic acid). RXN SMILES: C([O:3][C:4](=[O:36])[CH:5]([O:33][CH2:34][CH3:35])[CH2:6][C:7]1[CH:12]=[CH:11][C:10]([O:13][CH:14]([C:16]2[S:20][C:19]([C:21]3[CH:26]=[CH:25][C:24]([C:27]([F:30])([F:29])[F:28])=[CH:23][CH:22]=3)=[N:18][C:17]=2[CH3:31])[CH3:15])=[CH:9][C:8]=1[CH3:32])C.[Li+].[OH-]>>[CH2:34]([O:33][CH:5]([CH2:6][C:7]1[CH:12]=[CH:11][C:10]([O:13][CH:14]([C:16]2[S:20][C:19]([C:21]3[CH:22]=[CH:23][C:24]([C:27]([F:28])([F:29])[F:30])=[CH:25][CH:26]=3)=[N:18][C:17]=2[CH3:31])[CH3:15])=[CH:9][C:8]=1[CH3:32])[C:4]([OH:36])=[O:3])[CH3:35] |f:1.2|. Procedure details: In analogy to the procedure described in example 10 d], 2-ethoxy-3-(2-methyl-4-{1-[4-methyl-2-(4-trifluoromethyl-phenyl)-thiazol-5-yl]-ethoxy}-phenyl)-propionic acid ethyl ester (mixture of two diastereomeric racemates) was treated with LiOH to obtain 2-ethoxy-3-(2-methyl-4-{1-[4-methyl-2-(4-trifluoromethyl-phenyl)-thiazol-5-yl]-ethoxy}-phenyl)-propionic acid as a mixture of two diastereomeric racemates as colorless foam. The reactants are CO, CCOCc1nc2c(Cl)nc3ccccc3c2n1Cc1cc(-c2cccnc2)no1, N. The product is CCOCc1nc2c(N)nc3ccccc3c2n1Cc1cc(-c2cccnc2)no1. As a reaction SMILES: [CH3:32][OH:33].[Cl:1][c:2]1[n:3][c:4]2[cH:5][cH:6][cH:7][cH:8][c:9]2[c:10]2[c:11]1[n:12][c:13]([CH2:27][O:28][CH2:29][CH3:30])[n:14]2[CH2:15][c:16]1[cH:17][c:18](-[c:21]2[cH:22][n:23][cH:24][cH:25][cH:26]2)[n:19][o:20]1.[NH3:31]>>[c:2]1([NH2:31])[n:3][c:4]2[cH:5][cH:6][cH:7][cH:8][c:9]2[c:10]2[c:11]1[n:12][c:13]([CH2:27][O:28][CH2:29][CH3:30])[n:14]2[CH2:15][c:16]1[cH:17][c:18](-[c:21]2[cH:22][n:23][cH:24][cH:25][cH:26]2)[n:19][o:20]1. Reactants: Cl (hydrochloric acid), C(C)OCCN1C(=NC2=C1C=CC=C2)N2CCNCCC2 (4-(1-(2-ethoxyethyl)-1H-benzimidazol-2-yl)[1,4]diazepane), Br (hydrobromic acid), [OH-].[Na+] (sodium hydroxide). Run in O1CCOCC1 (dioxane), O (water), CO (methanol). Run at time 18 hour. Product: Cl.OCCN1C(=NC2=C1C=CC=C2)N2CCNCCC2 (4-(1-(2-Hydroxyethyl)-1H-benzimidazol-2-yl)[1,4]diazepane hydrochloric Acid Salt). RXN SMILES: C([O:3][CH2:4][CH2:5][N:6]1[C:10]2[CH:11]=[CH:12][CH:13]=[CH:14][C:9]=2[N:8]=[C:7]1[N:15]1[CH2:21][CH2:20][CH2:19][NH:18][CH2:17][CH2:16]1)C.Br.[OH-].[Na+].[ClH:25]>O.O1CCOCC1.CO>[ClH:25].[OH:3][CH2:4][CH2:5][N:6]1[C:10]2[CH:11]=[CH:12][CH:13]=[CH:14][C:9]=2[N:8]=[C:7]1[N:15]1[CH2:21][CH2:20][CH2:19][NH:18][CH2:17][CH2:16]1 |f:2.3,8.9|. Procedure details: Combine 4-(1-(2-ethoxyethyl)-1H-benzimidazol-2-yl)[1,4]diazepane (5.10 g, 1.8 mmol) and 48% hydrobromic acid (25 mL). Heat to reflux. After 18 hours, dilute with water and adjust the pH to 12 using aqueous 5 M sodium hydroxide solution. Extract three times with dichloromethane. Dry the combined organic layers over Na2SO4, filter, and evaporate in vacuo to give a residue. Combine the residue and methanol (50 mL). Add a solution of hydrochloric acid (5.0 mL, 4 M, 20 mmol) in dioxane. Evaporate in ... The reactants are OC1=C2CC[C@@H](N(C2=CC=C1)C(C)=O)C ((S)-1-(5-hydroxy-2-methyl-3,4-dihydroquinolin-1(2H)-yl)ethanone), BrN1C(CCC1=O)=O (N-bromosuccinimide). The solvent is C(C)#N (acetonitrile). Reaction conditions: time 30 minute. Product: BrC=1C(=C2CC[C@@H](N(C2=CC1)C(C)=O)C)O ((S)-1-(6-bromo-5-hydroxy-2-methyl-3,4-dihydroquinolin-1(2H)-yl)ethanone). Isolated yield 82.4%. Reaction SMILES: [OH:1][C:2]1[CH:11]=[CH:10][CH:9]=[C:8]2[C:3]=1[CH2:4][CH2:5][C@H:6]([CH3:15])[N:7]2[C:12](=[O:14])[CH3:13].[Br:16]N1C(=O)CCC1=O>C(#N)C>[Br:16][C:11]1[C:2]([OH:1])=[C:3]2[C:8](=[CH:9][CH:10]=1)[N:7]([C:12](=[O:14])[CH3:13])[C@@H:6]([CH3:15])[CH2:5][CH2:4]2. Procedure details: A solution of (S)-1-(5-hydroxy-2-methyl-3,4-dihydroquinolin-1(2H)-yl)ethanone (1.2 g, 5.85 mmol) in acetonitrile (24 mL) was cooled to 0° C. and treated with N-bromosuccinimide (1.041 g, 5.85 mmol) in one portion. The solution turned dark yellow-orange in color initially, then faded to a pale orange color over the next 10-15 min. After 30 min, the solution was concentrated under reduced pressure. The crude product was purified by column chromatography on silica gel (eluting with 8:1 dichlorometh...